Task: describe an organic reaction: reactants, conditions, products, and yield. Dataset: the Open Reaction Database (ORD), a public repository of structured organic reaction records The reactants are C#CCc1c(C)nc2c(NCc3c(C)cccc3NC(=O)COC(C)=O)cccn12, CO, [Na+], [Na+], O=C([O-])[O-], O. Product: C#CCc1c(C)nc2c(NCc3c(C)cccc3NC(=O)CO)cccn12. As a reaction SMILES: [CH3:1][c:2]1[c:3]([CH2:4][NH:5][c:6]2[c:7]3[n:8]([cH:9][cH:10][cH:11]2)[c:12]([CH2:16][C:17]#[CH:18])[c:13]([CH3:15])[n:14]3)[c:19]([NH:23][C:24]([CH2:25][O:26][C:27](=[O:28])[CH3:29])=[O:30])[cH:20][cH:21][cH:22]1.[CH3:37][OH:38].[Na+:31].[Na+:32].[O-:33][C:34](=[O:35])[O-:36].[OH2:39]>>[CH3:1][c:2]1[c:3]([CH2:4][NH:5][c:6]2[c:7]3[n:8]([cH:9][cH:10][cH:11]2)[c:12]([CH2:16][C:17]#[CH:18])[c:13]([CH3:15])[n:14]3)[c:19]([NH:23][C:24]([CH2:25][OH:26])=[O:30])[cH:20][cH:21][cH:22]1.